From a dataset of the Open Reaction Database (ORD), a public repository of structured organic reaction records. describe an organic reaction: reactants, conditions, products, and yield Reactants: C1(CCCCC1)CN1C(=O)N(C=2N=CNC2C1=O)CC1CCCCC1 (1,3-di-cyclohexylmethyl xanthine), ClCC(C)=O (chloroacetone). Product: C1(CCCCC1)CN1C(=O)N(C=2N=CN(C2C1=O)CC(C)=O)CC1CCCCC1 (1,3-Di-cyclohexylmethyl-7-(2-oxopropyl)-xanthine). As a reaction SMILES: [CH:1]1([CH2:7][N:8]2[C:17](=[O:18])[C:16]3[NH:15][CH:14]=[N:13][C:12]=3[N:11]([CH2:19][CH:20]3[CH2:25][CH2:24][CH2:23][CH2:22][CH2:21]3)[C:9]2=[O:10])[CH2:6][CH2:5][CH2:4][CH2:3][CH2:2]1.Cl[CH2:27][C:28](=[O:30])[CH3:29]>>[CH:1]1([CH2:7][N:8]2[C:17](=[O:18])[C:16]3[N:15]([CH2:27][C:28](=[O:30])[CH3:29])[CH:14]=[N:13][C:12]=3[N:11]([CH2:19][CH:20]3[CH2:25][CH2:24][CH2:23][CH2:22][CH2:21]3)[C:9]2=[O:10])[CH2:2][CH2:3][CH2:4][CH2:5][CH2:6]1. Procedure: 1,3-Di-cyclohexylmethyl-7-(2-oxopropyl)-xanthine was prepared from 1,3-di-cyclohexylmethyl xanthine and chloroacetone using an analogous procedure to that described in Example 5. The title compound was isolated as a crystalline solid, m.p. 153° C. Reactants: C(C(O)C)(=O)OCCCl (2-Chloroethyl lactate), C(CO)(=O)OC(C)C (isopropyl glycolate), C(C(O)C)(=O)OCCCl (2-chloroethyl lactate). The solvent is C(C)OCC (ethyl ether). Reaction conditions: time 48 hour. Yields the product C(C(O)C)(=O)OCC(=O)OC(C)C (2-(1-methylethoxy)-2-oxoethyl lactate). RXN SMILES: [C:1](OCCCl)(=[O:5])[CH:2]([CH3:4])[OH:3].[C:10]([O:14][CH:15]([CH3:17])[CH3:16])(=[O:13])[CH2:11][OH:12]>C(OCC)C>[C:1]([O:12][CH2:11][C:10]([O:14][CH:15]([CH3:17])[CH3:16])=[O:13])(=[O:5])[CH:2]([CH3:4])[OH:3]. Procedure: 2-Chloroethyl lactate (1.91 g, 12.5 mmol) and various amounts of isopropyl glycolate (1.48, 2.22 and 2.95 g; 12.5, 18.8 and 25.0 mmol, respectively) in 25 mL of ethyl ether containing 0.125% tert-butylbenzene were added to 1.75 g Lipase P30 powder and the reaction mixtures were agitated on an orbital shaker (175 RPM) at room temperature for 48 hr. After 48 hr, conversion of 2-chloroethyl lactate to the title compound was estimated (by GC, Method A) to be 30, 38 and 44% with 1.0, 1.5 and 2.0 equi... Starting materials: O[C@@H]1CN(CC1)C1CCN(CC1)C(=O)OCC1=CC=CC=C1 (Phenylmethyl 4-[(3S)-3-hydroxy-1-pyrrolidinyl]-1-piperidinecarboxylate), C1=CCC=CC1 (1,4-cyclohexadiene). Reagents/catalysts: [Pd] (palladium on carbon). Solvent: CO (methanol). Conditions: temperature 80 celsius. Yields the product N1CCC(CC1)N1C[C@H](CC1)O ((3S)-1-(4-piperidinyl)-3-pyrrolidinol). The yield is 90.1%. Reaction SMILES: [OH:1][C@H:2]1[CH2:6][CH2:5][N:4]([CH:7]2[CH2:12][CH2:11][N:10](C(OCC3C=CC=CC=3)=O)[CH2:9][CH2:8]2)[CH2:3]1.C1CC=CCC=1>CO.[Pd]>[NH:10]1[CH2:11][CH2:12][CH:7]([N:4]2[CH2:5][CH2:6][C@H:2]([OH:1])[CH2:3]2)[CH2:8][CH2:9]1. Procedure: Phenylmethyl 4-[(3S)-3-hydroxy-1-pyrrolidinyl]-1-piperidinecarboxylate (1.33 g, 4.37 mmol) was dissolved in methanol (11.65 ml) and 1,4-cyclohexadiene (2.91 ml) was added. The mixture was flushed with nitrogen and palladium on carbon (10%) (0.023 g, 0.218 mmol) was added. The reaction mixture was heated in an 80° C. oil bath at reflux for 1 h. The mixture was filtered through Celite®, washed with MeOH, and the filtrate was concentrated to afford (3S)-1-(4-piperidinyl)-3-pyrrolidinol (0.670 g, 81...